Dataset: the Open Reaction Database (ORD), a public repository of structured organic reaction records. Task: describe an organic reaction: reactants, conditions, products, and yield Reactants: BrC(C(=O)NC1=C(C=CC=C1)O)C(C)C (2-(2-bromo-3-methylbutyryl)aminophenol), C([O-])([O-])=O.[K+].[K+] (potassium carbonate), CN(C=O)C (N,N-dimethylformamide). Run in O (water). Run at time 2 hour. Yields the product C(C)(C)C1OC2=C(NC1=O)C=CC=C2 (2-isopropyl-2H-1,4-benzoxazin-3(4H)-one). As a reaction SMILES: Br[CH:2]([CH:13]([CH3:15])[CH3:14])[C:3]([NH:5][C:6]1[CH:11]=[CH:10][CH:9]=[CH:8][C:7]=1[OH:12])=[O:4].C(=O)([O-])[O-].[K+].[K+].CN(C)C=O>O>[CH:13]([CH:2]1[C:3](=[O:4])[NH:5][C:6]2[CH:11]=[CH:10][CH:9]=[CH:8][C:7]=2[O:12]1)([CH3:15])[CH3:14] |f:1.2.3|. Reported procedure: A mixture of 2-(2-bromo-3-methylbutyryl)aminophenol (58.0 g), powdered potassium carbonate (38.3 g) and N,N-dimethylformamide (200 ml) was stirred at room temperature for 2 hours. The mixture was diluted with water and the precipitate was collected to yield 2-isopropyl-2H-1,4-benzoxazin-3(4H)-one as crystals. Yield was 38.1 g (93.4%). Recrystallization from ethanol gave colorless plates, mp 118°-119° C. In the same manner as in Reference Example 1, the following compounds were obtained. Reactants: COC=1C=C2C(=CNC2=CC1)C1CCNCC1 (4-(5-methoxy-[1H]-indol-3-yl)-piperidine), ClCC(O)C1=COC2=C(O1)C=CC=C2 (α-(chloromethyl)-1,4-benzodioxin-2-methanol), C([O-])([O-])=O.[Na+].[Na+] (sodium carbonate), [I-].[K+] (potassium iodide). Run in CN(C=O)C (dimethylformamide). Conditions: temperature 100 celsius, time 24 hour. Product: O1C(COC2=C1C=CC=C2)C(CN2CCC(CC2)C2=CNC1=CC=C(C=C21)OC)O (α-(2,3-dihydro-1,4-benzodioxin-2-yl)-4-(5-methoxyl-[1H]-indol-3-yl)-1-piperidine-ethanol). The yield is 111.5%. Reaction SMILES: [CH3:1][O:2][C:3]1[CH:4]=[C:5]2[C:9](=[CH:10][CH:11]=1)[NH:8][CH:7]=[C:6]2[CH:12]1[CH2:17][CH2:16][NH:15][CH2:14][CH2:13]1.Cl[CH2:19][CH:20]([C:22]1[O:27][C:26]2[CH:28]=[CH:29][CH:30]=[CH:31][C:25]=2[O:24][CH:23]=1)[OH:21].C(=O)([O-])[O-].[Na+].[Na+].[I-].[K+]>CN(C)C=O>[O:27]1[C:26]2[CH:28]=[CH:29][CH:30]=[CH:31][C:25]=2[O:24][CH2:23][CH:22]1[CH:20]([OH:21])[CH2:19][N:15]1[CH2:16][CH2:17][CH:12]([C:6]2[C:5]3[C:9](=[CH:10][CH:11]=[C:3]([O:2][CH3:1])[CH:4]=3)[NH:8][CH:7]=2)[CH2:13][CH2:14]1 |f:2.3.4,5.6|. Procedure details: A mixture of 4.6 g of 4-(5-methoxy-[1H]-indol-3-yl)-piperidine, 4.3 g of α-(chloromethyl)-1,4-benzodioxin-2-methanol, 4.4 g of sodium carbonate, 3.3 g of potassium iodide and 25 ml of dimethylformamide was heated with stirring at 100° C for 24 hours under a nitrogen atmosphere and then the mixture was cooled and filtered. The filter was washed with dimethylformamide and the filtrate was evaported under reduced pressure to dryness. The residue was taken up in a 1--1 mixture of water and methylene... The reactants are C1CCNCC1, C1CCOC1, C=CCOC(=O)c1cccc(NC(C(=O)OC2CN3CCC2CC3)c2ccccc2)c1. Product: O=C(O)c1cccc(NC(C(=O)OC2CN3CCC2CC3)c2ccccc2)c1. Reaction SMILES: [CH2:32]1[CH2:33][CH2:34][NH:35][CH2:36][CH2:37]1.[CH2:38]1[O:39][CH2:40][CH2:41][CH2:42]1.[O:1]=[C:2]([CH:3]([c:4]1[cH:5][cH:6][cH:7][cH:8][cH:9]1)[NH:10][c:11]1[cH:12][c:13]([C:14](=[O:15])[O:16][CH2:17][CH:18]=[CH2:19])[cH:20][cH:21][cH:22]1)[O:23][CH:24]1[CH2:25][N:26]2[CH2:27][CH2:28][CH:29]1[CH2:30][CH2:31]2>>[O:1]=[C:2]([CH:3]([c:4]1[cH:5][cH:6][cH:7][cH:8][cH:9]1)[NH:10][c:11]1[cH:12][c:13]([C:14](=[O:15])[OH:16])[cH:20][cH:21][cH:22]1)[O:23][CH:24]1[CH2:25][N:26]2[CH2:27][CH2:28][CH:29]1[CH2:30][CH2:31]2. The reactants are [N+](=O)([O-])C=C(NCCBr)SC (1-nitro-2-methylthio-2-(2-bromoethylamino)ethylene), [H-].[Na+] (sodium hydride). Run in O1CCCC1 (tetrahydrofuran). The product is CSC=1NCCC1[N+](=O)[O-] (2-methylthio-3-nitro-4,5-dihydropyrrole). The yield is 26.0%. Reaction SMILES: [N+:1]([CH:4]=[C:5]([S:10][CH3:11])[NH:6][CH2:7][CH2:8]Br)([O-:3])=[O:2].[H-].[Na+]>O1CCCC1>[CH3:11][S:10][C:5]1[NH:6][CH2:7][CH2:8][C:4]=1[N+:1]([O-:3])=[O:2] |f:1.2|. Reported procedure: (b)(ii) A solution of 1-nitro-2-methylthio-2-(2-bromoethylamino)ethylene (3 g, 0.012 mol) and sodium hydride (50% in oil, 0.62 g, 0.013 mol) in dry tetrahydrofuran (100 ml) was refluxed for 7 hours. The reaction mixture was cooled, and the solvent was removed in vacuo. The residue was extracted with boiling ethyl acetate (2×50 ml), and the extracts were decolourized with charcoal. Concentration of the extracts in vacuo, followed by cooling, resulted in the crystallisation of 2-methylthio-3-nitro... RXN SMILES: COC(C1CC(=O)[N:7](C2C=CC(O)=CC=2)[CH2:6]1)=O.FC1C(F)=C(F)C=CC=1CBr.C[O:30][C:31]([CH:33]1[CH2:37][C:36](=[O:38])[N:35]([C:39]2[CH:44]=[CH:43][C:42]([O:45][CH2:46][C:47]3[CH:52]=[CH:51][C:50]([F:53])=[C:49]([F:54])[C:48]=3[F:55])=[CH:41][CH:40]=2)[CH2:34]1)=O>C(O)C>[CH3:6][NH2:7].[CH3:6][NH:7][C:31]([CH:33]1[CH2:37][C:36](=[O:38])[N:35]([C:39]2[CH:44]=[CH:43][C:42]([O:45][CH2:46][C:47]3[CH:52]=[CH:51][C:50]([F:53])=[C:49]([F:54])[C:48]=3[F:55])=[CH:41][CH:40]=2)[CH2:34]1)=[O:30]. Procedure: The title compound is prepared by alkylation of the (RS)-1-(4-hydroxyphenyl)-5-oxo-pyrrolidine-3-carboxylic acid methyl ester with 2,3,4-trifluorobenzyl bromide giving the (RS)-5-oxo-1-[4-(2,3,4-trifluoro-benzyloxy)-phenyl]-pyrrolidine-3-carboxylic acid methyl ester as a white solid (94% of theory) which, thereupon, by treatment with methylamine in ethanol at 50° C. yields the (RS)-5-oxo-1-[4-(2,3,4-trifluoro-benzyloxy)-phenyl]-pyrrolidine-3-carboxylic acid methylamide. Yield: 99% of theory as a... Run in C(C)O (ethanol). Product: CN (methylamine), CNC(=O)C1CN(C(C1)=O)C1=CC=C(C=C1)OCC1=C(C(=C(C=C1)F)F)F ((RS)-5-oxo-1-[4-(2,3,4-trifluoro-benzyloxy)-phenyl]-pyrrolidine-3-carboxylic acid methylamide). Reactants: COC(=O)C1CN(C(C1)=O)C1=CC=C(C=C1)O ((RS)-1-(4-hydroxyphenyl)-5-oxo-pyrrolidine-3-carboxylic acid methyl ester), FC1=C(CBr)C=CC(=C1F)F (2,3,4-trifluorobenzyl bromide), COC(=O)C1CN(C(C1)=O)C1=CC=C(C=C1)OCC1=C(C(=C(C=C1)F)F)F ((RS)-5-oxo-1-[4-(2,3,4-trifluoro-benzyloxy)-phenyl]-pyrrolidine-3-carboxylic acid methyl ester). The reactants are [H-], O=Cc1ccc([N+](=O)[O-])o1, [Na+], C1CCOC1, Sc1nc2ccncc2[nH]1. Product: O=Cc1ccc(Sc2nc3ccncc3[nH]2)o1. RXN SMILES: [H-:11].[N+:13]([O-:14])(=[O:15])[c:16]1[cH:17][cH:18][c:19]([CH:21]=[O:22])[o:20]1.[Na+:12].[O:23]1[CH2:24][CH2:25][CH2:26][CH2:27]1.[n:1]1[c:2]([SH:10])[nH:3][c:4]2[cH:5][n:6][cH:7][cH:8][c:9]12>>[n:1]1[c:2]([S:10][c:16]2[cH:17][cH:18][c:19]([CH:21]=[O:22])[o:20]2)[nH:3][c:4]2[cH:5][n:6][cH:7][cH:8][c:9]12. Starting materials: CC(C(C)(C)O1)(C)OB1C2=CC=CC(C3(NC(OCC4=CC=CC=C4)=O)CC3)=C2, ClC1=CC2=C(C=CN2)C=C1. Reagents/catalysts: CC(C)(C)C1=CC=C(C=C1)C2=CC=C(C=C2)C(C)(C)C, [O-]P(=O)([O-])[O-].[K+].[K+].[K+], CC(C1=CC(C(C)C)=C(C2=CC=CC=C2P(C3CCCCC3)C4CCCCC4)C(C(C)C)=C1)C.NC5=CC=CC=C5C6=CC=CC=[C-]6.Cl[Pd+]. Solvent: C1CCOC1, O (water), C1CCOC1. Conditions: temperature 25 celsius, time 24 hour. Product: O=C(OCC1=CC=CC=C1)NC2(CC2)C3=CC(C4=CC5=C(C=C4)C=CN5)=CC=C3. The yield is 82.0%. Reactants: BrCC=C (3-bromo-1-propene), COC=1C=C(C=CC1)NC1(CCNCC1)C(=O)OC (methyl 4-[N-(3-methoxyphenyl)amino]-4-piperidinecarboxylate), C([O-])([O-])=O.[Na+].[Na+] (sodium carbonate), [I-].[K+] (potassium iodide). Run in CC(CC(C)=O)C (4-methyl-2-pentanone). Yields the product COC=1C=C(C=CC1)NC1(CCN(CC1)CC=C)C(=O)OC (methyl 4-[(3-methoxyphenyl)amino]-1-(2-propenyl)-4-piperidinecarboxylate). RXN SMILES: Br[CH2:2][CH:3]=[CH2:4].[CH3:5][O:6][C:7]1[CH:8]=[C:9]([NH:13][C:14]2([C:20]([O:22][CH3:23])=[O:21])[CH2:19][CH2:18][NH:17][CH2:16][CH2:15]2)[CH:10]=[CH:11][CH:12]=1.C(=O)([O-])[O-].[Na+].[Na+].[I-].[K+]>CC(C)CC(=O)C>[CH3:5][O:6][C:7]1[CH:8]=[C:9]([NH:13][C:14]2([C:20]([O:22][CH3:23])=[O:21])[CH2:19][CH2:18][N:17]([CH2:4][CH:3]=[CH2:2])[CH2:16][CH2:15]2)[CH:10]=[CH:11][CH:12]=1 |f:2.3.4,5.6|. Procedure details: A mixture of 2.66 parts of 3-bromo-1-propene, 6.1 parts of methyl 4-[N-(3-methoxyphenyl)amino]-4-piperidinecarboxylate, 3.2 parts of sodium carbonate, 0.1 parts of potassium iodide and 100 parts of 4-methyl-2-pentanone is stirred and refluxed for 10 hours. The reaction mixture is cooled overnight to room temperature and poured onto water. The layers are separated and the organic phase is washed with water, dried, filtered and evaporated. The oily residue is purified by column-chromatography over... Reactants: C1(=CC=CC=C1)[C@H](C)NC1=NC=CC(=C1)C=1N(C(=NC1C1=CC(=CC=C1)C(F)(F)F)CCNC(=O)OCC1=CC=CC=C1)C ((S)-1-phenyl-N-{4-[2-(2-(benzyloxycarbonyl-amino)-ethyl)-3-methyl-5-(3-trifluoromethyl-phenyl)-3H-imidazol-4-yl]-pyridin-2-yl}-ethylamine). The reagents and catalysts are [Pd] (palladium on activated carbon). The solvent is C(C)O (ethanol). Conditions: time 5 hour. The product is C1(=CC=CC=C1)[C@H](C)NC1=NC=CC(=C1)C=1N(C(=NC1C1=CC(=CC=C1)C(F)(F)F)CCN)C ((S)-1-phenyl-N-{4-[2-(2-amino-ethyl)-3-methyl-5-(3-trifluoromethyl-phenyl)-3H-imidazol-4-yl]-pyridin-2-yl}-ethylamine). The yield is 95.0%. Reaction SMILES: [C:1]1([C@@H:7]([NH:9][C:10]2[CH:15]=[C:14]([C:16]3[N:17]([CH3:44])[C:18]([CH2:31][CH2:32][NH:33]C(OCC4C=CC=CC=4)=O)=[N:19][C:20]=3[C:21]3[CH:26]=[CH:25][CH:24]=[C:23]([C:27]([F:30])([F:29])[F:28])[CH:22]=3)[CH:13]=[CH:12][N:11]=2)[CH3:8])[CH:6]=[CH:5][CH:4]=[CH:3][CH:2]=1>C(O)C.[Pd]>[C:1]1([C@@H:7]([NH:9][C:10]2[CH:15]=[C:14]([C:16]3[N:17]([CH3:44])[C:18]([CH2:31][CH2:32][NH2:33])=[N:19][C:20]=3[C:21]3[CH:26]=[CH:25][CH:24]=[C:23]([C:27]([F:30])([F:29])[F:28])[CH:22]=3)[CH:13]=[CH:12][N:11]=2)[CH3:8])[CH:2]=[CH:3][CH:4]=[CH:5][CH:6]=1. Procedure: A solution of (S)-1-phenyl-N-{4-[2-(2-(benzyloxycarbonyl-amino)-ethyl)-3-methyl-5-(3-trifluoromethyl-phenyl)-3H-imidazol-4-yl]-pyridin-2-yl}-ethylamine (0.20 g, 0.33 mmol) in absolute ethanol (10 mL) was flushed with argon before 10% palladium on activated carbon (0.07 g) was added. This reaction mixture, flushed with hydrogen gas, was vigorously stirred under one atmosphere of hydrogen for 5 hrs, then filtered and concentrated. The residue was purified by silica gel chromatography to yield 146 ... The reactants are ClCCl, COC(=O)Nc1nc(C)cc(OC)n1, C[Al](C)C, Cc1ccccc1, Cl, NS(=O)(=O)c1cccc2cc[nH]c12. Product: COc1cc(C)nc(NC(=O)NS(=O)(=O)c2cccc3cc[nH]c23)n1. As a reaction SMILES: [CH2:33]([Cl:34])[Cl:35].[CH3:14][O:15][C:16]([NH:17][c:18]1[n:19][c:20]([CH3:26])[cH:21][c:22]([O:24][CH3:25])[n:23]1)=[O:27].[CH3:28][Al:29]([CH3:30])[CH3:31].[CH3:36][c:37]1[cH:38][cH:39][cH:40][cH:41][cH:42]1.[ClH:32].[nH:1]1[cH:2][cH:3][c:4]2[cH:5][cH:6][cH:7][c:8]([S:10](=[O:11])(=[O:12])[NH2:13])[c:9]12>>[nH:1]1[cH:2][cH:3][c:4]2[cH:5][cH:6][cH:7][c:8]([S:10](=[O:11])(=[O:12])[NH:13][C:16](=[O:15])[NH:17][c:18]3[n:19][c:20]([CH3:26])[cH:21][c:22]([O:24][CH3:25])[n:23]3)[c:9]12.